describe an organic reaction: reactants, conditions, products, and yield From a dataset of the Open Reaction Database (ORD), a public repository of structured organic reaction records. The reactants are C(C1=CC=2OCOC2C=C1)N (Piperonylamine), C(C)(=O)O[BH-](OC(C)=O)OC(C)=O.[Na+] (sodium triacetoxyborohydride), OC1(CCC(CC1)=O)CCC1=NC=NC2=CC=C(C=C12)OC (4-hydroxy-4-[2-(6-methoxy-quinazolin-4-yl)-ethyl]-cyclohexanone). Solvent: ClCCl (dichloromethane). Conditions: time 8 hour. Yields the product O1COC2=C1C=CC(=C2)CNC2CCC(CC2)(O)CCC2=NC=NC1=CC=C(C=C21)OC (4-[(Benzo[1.3]dioxol-5-ylmethyl)-amino]-1-[2-(6-methoxy-quinazolin-4-yl)-ethyl]-cyclohexanol). Reaction SMILES: [CH2:1]([NH2:11])[C:2]1[CH:10]=[CH:9][C:8]2[O:7][CH2:6][O:5][C:4]=2[CH:3]=1.C(O[BH-](OC(=O)C)OC(=O)C)(=O)C.[Na+].[OH:26][C:27]1([CH2:34][CH2:35][C:36]2[C:45]3[C:40](=[CH:41][CH:42]=[C:43]([O:46][CH3:47])[CH:44]=3)[N:39]=[CH:38][N:37]=2)[CH2:32][CH2:31][C:30](=O)[CH2:29][CH2:28]1>ClCCl>[O:7]1[C:8]2[CH:9]=[CH:10][C:2]([CH2:1][NH:11][CH:30]3[CH2:29][CH2:28][C:27]([CH2:34][CH2:35][C:36]4[C:45]5[C:40](=[CH:41][CH:42]=[C:43]([O:46][CH3:47])[CH:44]=5)[N:39]=[CH:38][N:37]=4)([OH:26])[CH2:32][CH2:31]3)=[CH:3][C:4]=2[O:5][CH2:6]1 |f:1.2|. Procedure: Piperonylamine (0.030 ml, 0.24 mmol) and sodium triacetoxyborohydride (0.08 g, 0.377 mmol) were added to a solution of 4-hydroxy-4-[2-(6-methoxy-quinazolin-4-yl)-ethyl]-cyclohexanone (0.06 g, 0.2 mmol) in dichloromethane (1 ml). The reaction mixture was stirred overnight and then filtered over Hydromatrix (wetted with an NaHCO3 solution, 2 ml) and subsequently washed with dichloromethane. The filtrate was concentrated to dryness by rotary evaporation. The residue was purified by column chromatog... Reactants: CNC(=O)C=1SC=C(C1NC1=NC(=NC=C1Cl)NC=1C=CC2=C(N(C(CNC2)=O)CC)C1)C (3-[5-chloro-2-(1-ethyl-2-oxo-2,3,4,5-tetrahydro-1H-benzo[e][1,4]diazepin-8-ylamino)-pyrimidin-4-ylamino]-4-methyl-thiophene-2-carboxylic acid methylamide), CNC(=O)C=1SC=C(C1NC1=NC(=NC=C1Cl)NC=1C=CC2=C(N(C(CN(C2)CC)=O)CC)C1)C (3-[5-chloro-2-(1,4-diethyl-2-oxo-2,3,4,5-tetrahydro-1H-benzo[e][1,4]diazepin-8-ylamino)-pyrimidin-4-ylamino]-4-methyl-thiophene-2-carboxylicacid methylamide). The product is CNC(=O)C=1SC=CC1NC1=NC(=NC=C1Cl)NC=1C=CC2=C(N(C(CN(C2)CC)=O)CC)C1 (3-[5-Chloro-2-(1,4-diethyl-2-oxo-2,3,4,5-tetrahydro-1H-benzo[e][1,4]diazepin-8-ylamino)-pyrimidin-4-ylamino]-thiophene-2-carboxylic acid methylamide). Reaction SMILES: CNC(C1SC=C(C)C=1NC1C(Cl)=CN=C(NC2C=CC3CNCC(=O)N(CC)C=3C=2)N=1)=O.[CH3:34][NH:35][C:36]([C:38]1[S:39][CH:40]=[C:41](C)[C:42]=1[NH:43][C:44]1[C:49]([Cl:50])=[CH:48][N:47]=[C:46]([NH:51][C:52]2[CH:53]=[CH:54][C:55]3[CH2:61][N:60]([CH2:62][CH3:63])[CH2:59][C:58](=[O:64])[N:57]([CH2:65][CH3:66])[C:56]=3[CH:67]=2)[N:45]=1)=[O:37]>>[CH3:34][NH:35][C:36]([C:38]1[S:39][CH:40]=[CH:41][C:42]=1[NH:43][C:44]1[C:49]([Cl:50])=[CH:48][N:47]=[C:46]([NH:51][C:52]2[CH:53]=[CH:54][C:55]3[CH2:61][N:60]([CH2:62][CH3:63])[CH2:59][C:58](=[O:64])[N:57]([CH2:65][CH3:66])[C:56]=3[CH:67]=2)[N:45]=1)=[O:37]. Procedure: Following a procedure analogous to Example 1856b, 3-[5-chloro-2-(1-ethyl-2-oxo-2,3,4,5-tetrahydro-1H-benzo[e][1,4]diazepin-8-ylamino)-pyrimidin-4-ylamino]-4-methyl-thiophene-2-carboxylic acid methylamide was converted to 3-[5-chloro-2-(1,4-diethyl-2-oxo-2,3,4,5-tetrahydro-1H-benzo[e][1,4]diazepin-8-ylamino)-pyrimidin-4-ylamino]-4-methyl-thiophene-2-carboxylicacid methylamide: 1H NMR (300 MHz, CD3OD) δ 8.12 (s, 1H), 7.62 (s, 1H), 7.3 (dd, 1H), 7.24 (s, 1H), 7.17 (d, 1H), 3.78 (q, 2H), 3.63 (s, 2H... The product is Cc1cc(Nc2nccc(C(F)(F)F)n2)cc(-c2cnc(C3=CCSCC3)s2)c1. The reactants are Cc1cc(Nc2nccc(C(F)(F)F)n2)cc(-c2cnc(C3(O)CCSCC3)s2)c1, [Na+], O=C([O-])O. RXN SMILES: [CH3:1][c:2]1[cH:3][c:4](-[c:19]2[cH:20][n:21][c:22]([C:24]3([OH:30])[CH2:25][CH2:26][S:27][CH2:28][CH2:29]3)[s:23]2)[cH:5][c:6]([NH:8][c:9]2[n:10][cH:11][cH:12][c:13]([C:15]([F:16])([F:17])[F:18])[n:14]2)[cH:7]1.[Na+:35].[O-:31][C:32]([OH:33])=[O:34]>>[CH3:1][c:2]1[cH:3][c:4](-[c:19]2[cH:20][n:21][c:22]([C:24]3=[CH:25][CH2:26][S:27][CH2:28][CH2:29]3)[s:23]2)[cH:5][c:6]([NH:8][c:9]2[n:10][cH:11][cH:12][c:13]([C:15]([F:16])([F:17])[F:18])[n:14]2)[cH:7]1.